Dataset: the Open Reaction Database (ORD), a public repository of structured organic reaction records. Task: describe an organic reaction: reactants, conditions, products, and yield Starting materials: C[SiH](C)C(OC(C)(C)C)C(O)CCn1cnc2c(N)ncnc21, C=COCC, ClCCl, Cc1ccc(S(=O)(=O)[O-])cc1, c1cc[nH+]cc1. The product is CCOC(C)OC(CCn1cnc2c(N)ncnc21)C(OC(C)(C)C)[SiH](C)C. As a reaction SMILES: [C:23]([CH3:24])([CH3:25])([CH3:26])[O:27][CH:28]([CH:29]([CH2:30][CH2:31][n:32]1[c:33]2[n:34][cH:35][n:36][c:37]([NH2:41])[c:38]2[n:39][cH:40]1)[OH:42])[SiH:43]([CH3:44])[CH3:45].[CH:1](=[CH2:2])[O:3][CH2:4][CH3:5].[Cl:46][CH2:47][Cl:48].[c:6]1([CH3:7])[cH:8][cH:9][c:10]([S:11]([O-:12])(=[O:13])=[O:14])[cH:15][cH:16]1.[nH+:17]1[cH:18][cH:19][cH:20][cH:21][cH:22]1>>[CH:1]([CH3:2])([O:3][CH2:4][CH3:5])[O:42][CH:29]([CH:28]([O:27][C:23]([CH3:24])([CH3:25])[CH3:26])[SiH:43]([CH3:44])[CH3:45])[CH2:30][CH2:31][n:32]1[c:33]2[n:34][cH:35][n:36][c:37]([NH2:41])[c:38]2[n:39][cH:40]1.